This data is from the Open Reaction Database (ORD), a public repository of structured organic reaction records. The task is: describe an organic reaction: reactants, conditions, products, and yield The product is NC1=C(C=C(C=C1)C=1SC=CC1)NC(=O)C1=CC=C(C=C1)P(OCC)(O)=O (Ethyl hydrogen [4-({[2-amino-5-(2-thienyl)phenyl]amino}carbonyl)phenyl]phosphonate). Reaction SMILES: [NH2:1][C:2]1[CH:7]=[CH:6][C:5]([C:8]2[S:9][CH:10]=[CH:11][CH:12]=2)=[CH:4][C:3]=1[NH:13][C:14]([C:16]1[CH:21]=[CH:20][C:19]([P:22](=[O:29])([O:26]CC)[O:23][CH2:24][CH3:25])=[CH:18][CH:17]=1)=[O:15].[OH-].[Na+]>O1CCOCC1>[NH2:1][C:2]1[CH:7]=[CH:6][C:5]([C:8]2[S:9][CH:10]=[CH:11][CH:12]=2)=[CH:4][C:3]=1[NH:13][C:14]([C:16]1[CH:21]=[CH:20][C:19]([P:22](=[O:26])([OH:29])[O:23][CH2:24][CH3:25])=[CH:18][CH:17]=1)=[O:15] |f:1.2|. Procedure: A suspension of diethyl [4-({[2-amino-5-(2-thienyl)phenyl]amino}carbonyl)phenyl]phosphonate (24.2 mg, 0.0562 mmol) (24.2 mg, 0.0562 mmol), dioxane (140 uL) and 5N aqueous NaOH (140 uL) was heated to 80° C. (oil bath temperature) for 1 h. The reaction was quenched with TFA (˜140 uL) and concentrated. The residue was purified by HPLC (25-80% MeCN in H2O with 0.025% TFA) to afford the requisite product. 1H NMR (DMSO-d6, 600 MHz) δ 9.77 (s, 1H), 8.30 (t, J=8.3 Hz, 2H), 7.69-7.64 (m, 2H), 7.48-7.45 (... Conditions: temperature 80 celsius. Solvent: O1CCOCC1 (dioxane). Starting materials: NC1=C(C=C(C=C1)C=1SC=CC1)NC(=O)C1=CC=C(C=C1)P(OCC)(OCC)=O (diethyl [4-({[2-amino-5-(2-thienyl)phenyl]amino}carbonyl)phenyl]phosphonate), [OH-].[Na+] (NaOH). Yields the product CC(C)NC(=O)c1ccc([N+](=O)[O-])cc1F. RXN SMILES: [CH3:25][CH:26]([CH3:27])[NH2:28].[Cl:19][C:20]([C:21]([Cl:22])=[O:23])=[O:24].[Cl:29][CH2:30][Cl:31].[F:1][c:2]1[c:3]([C:4](=[O:5])[OH:6])[cH:7][cH:8][c:9]([N+:11](=[O:12])[O-:13])[cH:10]1.[O:14]=[CH:15][N:16]([CH3:17])[CH3:18]>>[F:1][c:2]1[c:3]([C:4](=[O:6])[NH:28][CH:26]([CH3:25])[CH3:27])[cH:7][cH:8][c:9]([N+:11](=[O:12])[O-:13])[cH:10]1. Starting materials: CC(C)N, O=C(Cl)C(=O)Cl, ClCCl, O=C(O)c1ccc([N+](=O)[O-])cc1F, CN(C)C=O.